From a dataset of the Open Reaction Database (ORD), a public repository of structured organic reaction records. describe an organic reaction: reactants, conditions, products, and yield Reactants: C(C)(=O)OC12C(C3=C(C=C(C=C3N(CC3N(C13)C(C)=O)O2)C=O)O)COC(N)=O (11-acetyl-8-carbamoyloxymethyl-4-formyl-6-hydroxy-14-oxa-1,11-diazatetracyclo[7.4.1.02,7.010,12 ]tetradeca-2,4,6-trien-9-yl acetate), C([O-])([O-])=O.[K+].[K+] (potassium carbonate), C(Cl)(Cl)Cl (chloroform), CO (methanol). The solvent is CC(=O)C (acetone), CI (methyl iodide). Reaction conditions: temperature 45 celsius, time 3 hour. The product is C(C)(=O)OC12C(C3=C(C=C(C=C3N(CC3N(C13)C(C)=O)O2)C=O)OC)COC(N)=O (11-acetyl-8-carbamoyloxymethyl-4-formyl-6-methoxy-14-oxa-1,11-diazatetracyclo[7.4.1.02,7.010,12 ]tetradeca-2,4,6-trien-9-yl acetate). The yield is 96.7%. RXN SMILES: [C:1]([O:4][C:5]12[O:21][N:13]([CH2:14][CH:15]3[CH:17]1[N:16]3[C:18](=[O:20])[CH3:19])[C:12]1[C:7](=[C:8]([OH:24])[CH:9]=[C:10]([CH:22]=[O:23])[CH:11]=1)[CH:6]2[CH2:25][O:26][C:27](=[O:29])[NH2:28])(=[O:3])[CH3:2].[C:30](=O)([O-])[O-].[K+].[K+].C(Cl)(Cl)Cl.CO>CC(C)=O.CI>[C:1]([O:4][C:5]12[O:21][N:13]([CH2:14][CH:15]3[CH:17]1[N:16]3[C:18](=[O:20])[CH3:19])[C:12]1[C:7](=[C:8]([O:24][CH3:30])[CH:9]=[C:10]([CH:22]=[O:23])[CH:11]=1)[CH:6]2[CH2:25][O:26][C:27](=[O:29])[NH2:28])(=[O:3])[CH3:2] |f:1.2.3|. Reported procedure: To a solution of 11-acetyl-8-carbamoyloxymethyl-4-formyl-6-hydroxy-14-oxa-1,11-diazatetracyclo[7.4.1.02,7.010,12 ]tetradeca-2,4,6-trien-9-yl acetate (25 mg) in a mixture of acetone (1 ml) and methyl iodide (1 ml) was added potassium carbonate (50 mg), and the mixture was stirred for 3 hours at 45° C. The reaction mixture was subjected to preparative thin layer chromatography, which was developed with a mixture of chloroform and methanol (15:1, v/v) to afford 11-acetyl-8-carbamoyloxymethyl-4-form... Reactants: OBO, Brc1ccccc1, FC(F)c1cc(-c2ccc(C(F)(F)F)nc2)nc(Cl)n1. The product is FC(F)c1cc(-c2ccc(C(F)(F)F)nc2)nc(-c2cccc(Br)c2)n1. As a reaction SMILES: [BH:21]([OH:22])[OH:23].[Br:24][c:25]1[cH:26][cH:27][cH:28][cH:29][cH:30]1.[Cl:1][c:2]1[n:3][c:4](-[c:11]2[cH:12][n:13][c:14]([C:17]([F:18])([F:19])[F:20])[cH:15][cH:16]2)[cH:5][c:6]([CH:8]([F:9])[F:10])[n:7]1>>[c:2]1(-[c:29]2[cH:28][cH:27][cH:26][c:25]([Br:24])[cH:30]2)[n:3][c:4](-[c:11]2[cH:12][n:13][c:14]([C:17]([F:18])([F:19])[F:20])[cH:15][cH:16]2)[cH:5][c:6]([CH:8]([F:9])[F:10])[n:7]1. The reactants are ClC1=CC(=NC(=N1)C(C)C)CCl (6-chloro-4-chloromethyl-2-isopropyl-pyrimidine), [F-].[K+] (potassium fluoride), C1COCCOCCOCCOCCOCCO1 (18-crown-6). Run in C(C)#N (acetonitrile), C(C)OCC (diethyl ether). Yields the product ClCC1=NC(=NC(=C1)F)C(C)C (4-chloromethyl-6-fluoro-2-isopropyl-pyrimidine). RXN SMILES: Cl[C:2]1[N:7]=[C:6]([CH:8]([CH3:10])[CH3:9])[N:5]=[C:4]([CH2:11][Cl:12])[CH:3]=1.[F-:13].[K+].C1OCCOCCOCCOCCOCCOC1>C(#N)C.C(OCC)C>[Cl:12][CH2:11][C:4]1[CH:3]=[C:2]([F:13])[N:7]=[C:6]([CH:8]([CH3:10])[CH3:9])[N:5]=1 |f:1.2|. Reported procedure: A mixture of 0.8 g (0.0039 mol) of 6-chloro-4-chloromethyl-2-isopropyl-pyrimidine (see Example 61), 0.51 g (0.0089 mol) of anhydrous potassium fluoride and 0.14 g (0.0004 mol) of 18-crown-6 in 7 ml of acetonitrile is heated at reflux temperature for 48 hours. The mixture is then taken up in diethyl ether and the solution is washed with saturated sodium chloride solution, dried over anhydrous sodium sulphate and freed from solvent under reduced pressure. The 4-chloromethyl-6-fluoro-2-isopropyl-py... The reactants are Cc1c(OC2CCCC(N(c3ccccc3)c3ccccc3)C2)ccc2c1cnn2C1CCCCO1, CCC(=O)NC1CCCC(Oc2ccc3[nH]ncc3c2OC)C1, CC(C)O. Product: Cc1c(OC2CCCC(N(c3ccccc3)c3ccccc3)C2)ccc2[nH]ncc12. Reaction SMILES: [CH3:1][c:2]1[c:3]2[cH:4][n:5][n:6]([CH:31]3[CH2:32][CH2:33][CH2:34][CH2:35][O:36]3)[c:7]2[cH:8][cH:9][c:10]1[O:11][CH:12]1[CH2:13][CH:14]([N:18]([c:19]2[cH:20][cH:21][cH:22][cH:23][cH:24]2)[c:25]2[cH:26][cH:27][cH:28][cH:29][cH:30]2)[CH2:15][CH2:16][CH2:17]1.[CH3:37][O:38][c:39]1[c:40]([O:41][CH:42]2[CH2:43][CH2:44][CH2:45][CH:46]([NH:47][C:48](=[O:49])[CH2:50][CH3:51])[CH2:52]2)[cH:53][cH:54][c:55]2[c:56]1[cH:57][n:58][nH:59]2.[CH:60]([OH:61])([CH3:62])[CH3:63]>>[CH3:1][c:2]1[c:3]2[cH:4][n:5][nH:6][c:7]2[cH:8][cH:9][c:10]1[O:11][CH:12]1[CH2:13][CH:14]([N:18]([c:19]2[cH:20][cH:21][cH:22][cH:23][cH:24]2)[c:25]2[cH:26][cH:27][cH:28][cH:29][cH:30]2)[CH2:15][CH2:16][CH2:17]1. Reactants: [Cl-], NCCN1CCCCC1, O=C(O)c1c[nH]c2ccccc12. Product: O=C(NCCN1CCCCC1)c1c[nH]c2ccccc12. RXN SMILES: [Cl-:10].[N:1]1([CH2:7][CH2:8][NH2:9])[CH2:2][CH2:3][CH2:4][CH2:5][CH2:6]1.[nH:11]1[cH:12][c:13]([C:20](=[O:21])[OH:22])[c:14]2[cH:15][cH:16][cH:17][cH:18][c:19]12>>[N:1]1([CH2:7][CH2:8][NH:9][C:20]([c:13]2[cH:12][nH:11][c:19]3[c:14]2[cH:15][cH:16][cH:17][cH:18]3)=[O:21])[CH2:2][CH2:3][CH2:4][CH2:5][CH2:6]1.